The task is: describe an organic reaction: reactants, conditions, products, and yield. This data is from the Open Reaction Database (ORD), a public repository of structured organic reaction records. The reactants are C1(=CC=CC=C1)C1(OC(N2C1CN(CC2)CC2=CC=CC=C2)=O)C2=CC=CC=C2 (hexahydro-1,1-diphenyl-7-(phenylmethyl)-3H-oxazolo[3,4-a]pyrazin-3-one), ClC(=O)OC(C)Cl (1-chloroethyl chloroformate), ClC(=O)OC(C)Cl (1-Chloroethyl chloroformate). Solvent: ClCCCl (1,2-dichloroethane). Conditions: temperature 60 celsius, time 3 hour. The product is C1(=CC=CC=C1)C1(OC(N2C1CNCC2)=O)C2=CC=CC=C2 (Hexahydro-1,1-diphenyl-3H-oxazolo[3,4-a]pyrazin-3-one). Isolated yield 92.0%. As a reaction SMILES: [C:1]1([C:7]2([C:24]3[CH:29]=[CH:28][CH:27]=[CH:26][CH:25]=3)[CH:11]3[CH2:12][N:13](CC4C=CC=CC=4)[CH2:14][CH2:15][N:10]3[C:9](=[O:23])[O:8]2)[CH:6]=[CH:5][CH:4]=[CH:3][CH:2]=1.ClC(OC(Cl)C)=O>ClCCCl>[C:24]1([C:7]2([C:1]3[CH:2]=[CH:3][CH:4]=[CH:5][CH:6]=3)[CH:11]3[CH2:12][NH:13][CH2:14][CH2:15][N:10]3[C:9](=[O:23])[O:8]2)[CH:29]=[CH:28][CH:27]=[CH:26][CH:25]=1. Procedure details: To a solution of hexahydro-1,1-diphenyl-7-(phenylmethyl)-3H-oxazolo[3,4-a]pyrazin-3-one (19 g, 48 mmol) in 1,2-dichloroethane (80 mL) was added 1-chloroethyl chloroformate (8.7 g, 61 mmol), and the mixture was stirred at 60° C. for 3 hours. 1-Chloroethyl chloroformate (1.7 g, 12 mmol) was further added thereto, and the resulting mixture was stirred at 60° C. for 2 hours. The reaction solution was concentrated under reduced pressure and methanol was added thereto, and the mixture was heated under... Reactants: Cl (hydrochloric acid), C(C)(C)(C)C1=CC=C(C=C1)C1=C(C(=NN1C)C(C)=NNC(=O)C1=CC(=C(C(=O)OC)C=C1)Cl)O (methyl 4-[(2-{1-[5-(4-tert-butylphenyl)-4-hydroxy-1-methyl-1H-pyrazol-3-yl]ethylidene}hydrazino)carbonyl]-2-chlorobenzoate), CO (methanol), [OH-].[Na+] (sodium hydroxide). Run in O (water), C1CCOC1 (THF). Conditions: temperature 50 celsius, time 14 hour. The product is C(C)(C)(C)C1=CC=C(C=C1)C1=C(C(=NN1C)C(C)=NNC(=O)C1=CC(=C(C(=O)O)C=C1)Cl)O (4-[(2-{1-[5-(4-tert-butylphenyl)-4-hydroxy-1-methyl-1H-pyrazol-3-yl]ethylidene}hydrazino)carbonyl]-2-chlorobenzoic acid). Yield: 65.3%. Reaction SMILES: [C:1]([C:5]1[CH:10]=[CH:9][C:8]([C:11]2[N:15]([CH3:16])[N:14]=[C:13]([C:17](=[N:19][NH:20][C:21]([C:23]3[CH:32]=[CH:31][C:26]([C:27]([O:29]C)=[O:28])=[C:25]([Cl:33])[CH:24]=3)=[O:22])[CH3:18])[C:12]=2[OH:34])=[CH:7][CH:6]=1)([CH3:4])([CH3:3])[CH3:2].CO.[OH-].[Na+].Cl>C1COCC1.O>[C:1]([C:5]1[CH:10]=[CH:9][C:8]([C:11]2[N:15]([CH3:16])[N:14]=[C:13]([C:17](=[N:19][NH:20][C:21]([C:23]3[CH:32]=[CH:31][C:26]([C:27]([OH:29])=[O:28])=[C:25]([Cl:33])[CH:24]=3)=[O:22])[CH3:18])[C:12]=2[OH:34])=[CH:7][CH:6]=1)([CH3:2])([CH3:3])[CH3:4] |f:2.3|. Procedure details: To methyl 4-[(2-{1-[5-(4-tert-butylphenyl)-4-hydroxy-1-methyl-1H-pyrazol-3-yl]ethylidene}hydrazino)carbonyl]-2-chlorobenzoate (0.465 mmol, 224.8 mg), methanol (20 mL) was added, and 1 M aqueous sodium hydroxide (2.3 mmol, 2.3 mL) was added. After 5 hours of stirring at 50° C., 14 hours of stirring at room temperature and 4 hours of stirring at 50° C., 1 M hydrochloric acid (2.3 mmol, 2.3 mL) and water were added. The precipitated solid was recovered by filtration, washed with water and dried by ... Starting materials: CCOC(=O)C#Cc1cc(-c2ccc(OCc3ccccc3)cc2)n(C2CCCCC2)n1, C1CCOC1, CO, [Li+], [OH-]. Product: O=C(O)C#Cc1cc(-c2ccc(OCc3ccccc3)cc2)n(C2CCCCC2)n1. As a reaction SMILES: [CH2:1]([c:2]1[cH:3][cH:4][cH:5][cH:6][cH:7]1)[O:8][c:9]1[cH:10][cH:11][c:12](-[c:15]2[cH:16][c:17]([C:26]#[C:27][C:28](=[O:29])[O:30][CH2:31][CH3:32])[n:18][n:19]2[CH:20]2[CH2:21][CH2:22][CH2:23][CH2:24][CH2:25]2)[cH:13][cH:14]1.[CH2:37]1[O:38][CH2:39][CH2:40][CH2:41]1.[CH3:35][OH:36].[Li+:34].[OH-:33]>>[CH2:1]([c:2]1[cH:3][cH:4][cH:5][cH:6][cH:7]1)[O:8][c:9]1[cH:10][cH:11][c:12](-[c:15]2[cH:16][c:17]([C:26]#[C:27][C:28](=[O:29])[OH:30])[n:18][n:19]2[CH:20]2[CH2:21][CH2:22][CH2:23][CH2:24][CH2:25]2)[cH:13][cH:14]1. Reactants: C (charcoal), [OH-].[K+] (potassium hydroxide), C(C)(=O)SCCC(=O)N1C(OC(=N1)C1=CC=CC=C1)C(=O)OCC (Ethyl 3-(3-acetylthio-1-oxopropyl)-2,3-dihydro-5-phenyl-1,3,4-oxadiazole-2-carboxylate). Solvent: O (water), CO (methanol), ClCCl (dichloromethane). Run at time 2 hour. The product is SCCC(=O)N1C(OC(=N1)C1=CC=CC=C1)C(=O)O (2,3-Dihydro-3-(3-mercapto-1-oxopropyl)-5-phenyl-1,3,4-oxadiazole-2-carboxylic acid). Yield: 20.8%. RXN SMILES: C([S:4][CH2:5][CH2:6][C:7]([N:9]1[N:13]=[C:12]([C:14]2[CH:19]=[CH:18][CH:17]=[CH:16][CH:15]=2)[O:11][CH:10]1[C:20]([O:22]CC)=[O:21])=[O:8])(=O)C.[OH-].[K+].C>CO.O.ClCCl>[SH:4][CH2:5][CH2:6][C:7]([N:9]1[N:13]=[C:12]([C:14]2[CH:15]=[CH:16][CH:17]=[CH:18][CH:19]=2)[O:11][CH:10]1[C:20]([OH:22])=[O:21])=[O:8] |f:1.2|. Procedure: A solution of the product from step (c) (1.44 g) in methanol (40 ml) was cooled to 15° under nitrogen and treated dropwise with a solution of potassium hydroxide (0.69 g) in water (40 ml). The mixture was stirred at room temperature for 2 hours and then the solvents were evaporated. The residue was taken up in water and washed with ether. The aqueous phase was acidified with 2N HCl and extracted with ethyl acetate. The separated organic phase was washed with water, dried and evaporated. The resi...